From a dataset of the Open Reaction Database (ORD), a public repository of structured organic reaction records. describe an organic reaction: reactants, conditions, products, and yield Reactants: C(#N)C=1C(=C2C=CN(C2=CC1)CC(NO)=N)C(F)(F)F (2-[5-cyano-4-(trifluoromethyl)-1H-indol-1-yl]-N-hydroxyethanimidamide), ClC1=CC=C(C(=O)O)C=C1 (4-chlorobenzoic acid). Product: ClC1=CC=C(C=C1)C1=NC(=NO1)CN1C=CC2=C(C(=CC=C12)C#N)C(F)(F)F (1-{[5-(4-Chlorophenyl)-1,2,4-oxadiazol-3-yl]methyl}-4-(trifluoromethyl)-1H-indole-5-carbonitrile). As a reaction SMILES: [C:1]([C:3]1[C:4]([C:17]([F:20])([F:19])[F:18])=[C:5]2[C:9](=[CH:10][CH:11]=1)[N:8]([CH2:12][C:13](=[NH:16])[NH:14][OH:15])[CH:7]=[CH:6]2)#[N:2].[Cl:21][C:22]1[CH:30]=[CH:29][C:25]([C:26](O)=O)=[CH:24][CH:23]=1>>[Cl:21][C:22]1[CH:30]=[CH:29][C:25]([C:26]2[O:15][N:14]=[C:13]([CH2:12][N:8]3[C:9]4[C:5](=[C:4]([C:17]([F:19])([F:20])[F:18])[C:3]([C:1]#[N:2])=[CH:11][CH:10]=4)[CH:6]=[CH:7]3)[N:16]=2)=[CH:24][CH:23]=1. Reported procedure: Synthesized as described in Example 72 from 2-[5-cyano-4-(trifluoromethyl)-1H-indol-1-yl]-N-hydroxyethanimidamide and 4-chlorobenzoic acid: MS (ESI): m/z 403 (M+1). Reactants: CC(C)=O, CCO, CCOC(=O)C1CCNCC1. The product is CCOC(=O)C1CCN(C(C)C)CC1. As a reaction SMILES: [CH3:12][C:13]([CH3:14])=[O:15].[CH3:16][CH2:17][OH:18].[NH:1]1[CH2:2][CH2:3][CH:4]([C:5](=[O:6])[O:7][CH2:8][CH3:9])[CH2:10][CH2:11]1>>[N:1]1([CH:13]([CH3:12])[CH3:14])[CH2:2][CH2:3][CH:4]([C:5](=[O:6])[O:7][CH2:8][CH3:9])[CH2:10][CH2:11]1. The reactants are FC1=CC=C(C=C1)C(COC)NC(=O)N (1-(1-(4-fluorophenyl)-2-methoxyethyl)urea), II. The solvent is CO (MeOH). Yields the product FC1=CC=C(C=C1)[C@@H](COC)NC(=O)N ((S)-1-(1-(4-fluorophenyl)-2-methoxyethyl)urea), FC1=CC=C(C=C1)[C@H](COC)NC(=O)N ((R)-1-(1-(4-fluorophenyl)-2-methoxyethyl)urea). RXN SMILES: [F:1][C:2]1[CH:7]=[CH:6][C:5]([CH:8]([NH:12][C:13]([NH2:15])=[O:14])[CH2:9][O:10][CH3:11])=[CH:4][CH:3]=1>CO>[F:1][C:2]1[CH:7]=[CH:6][C:5]([C@H:8]([NH:12][C:13]([NH2:15])=[O:14])[CH2:9][O:10][CH3:11])=[CH:4][CH:3]=1.[F:1][C:2]1[CH:7]=[CH:6][C:5]([C@@H:8]([NH:12][C:13]([NH2:15])=[O:14])[CH2:9][O:10][CH3:11])=[CH:4][CH:3]=1. Procedure: The enantiomers of 1-(1-(4-fluorophenyl)-2-methoxyethyl)urea (1.411 g, 6.65 mmol) were separated by SFC (Berger Multigram II SFC, column: Chiral Technology IC-H 2.1×25 cm, 5 uM, mobile phase: 20% to 80% MeOH in CO2(1), flow rate: 70 mL/min, 4 min run time). The fractions were collected and the solvent evaporated in vacuo to afford (S)-1-(1-(4-fluorophenyl)-2-methoxyethyl)urea and (R)-1-(1-(4-fluorophenyl)-2-methoxyethyl)urea. MS ESI calc'd. for C10H13FN2O2 [M+1]+ 213. found 213 (Intermediate 22C... The product is C1(CCC1)N1CCC2=C(CC1)C=CC(=C2)OC2=CC=C(C=N2)N2C(CCC2)=O (1-{6-[(3-Cyclobutyl-2,3,4,5-tetrahydro-1H-3-benzazepin-7-yl)oxy]-3-pyridinyl}-2-pyrrolidinone). Reagents/catalysts: [Cu] (copper). Reactants: N1C(CCC1)=O (2-pyrrolidinone), C1(CCC1)N1CCC2=C(CC1)C=CC(=C2)OC2=NC=C(C=C2)I (3-cyclobutyl-7-[(5-iodo-2-pyridinyl)oxy]-2,3,4,5-tetrahydro-1H-3-benzazepine), N1C(CCC1)=O (2-pyrrolidinone), C([O-])([O-])=O.[K+].[K+] (potassium carbonate). RXN SMILES: [CH:1]1([N:5]2[CH2:11][CH2:10][C:9]3[CH:12]=[CH:13][C:14]([O:16][C:17]4[CH:22]=[CH:21][C:20](I)=[CH:19][N:18]=4)=[CH:15][C:8]=3[CH2:7][CH2:6]2)[CH2:4][CH2:3][CH2:2]1.[NH:24]1[CH2:28][CH2:27][CH2:26][C:25]1=[O:29].C(=O)([O-])[O-].[K+].[K+]>[Cu]>[CH:1]1([N:5]2[CH2:11][CH2:10][C:9]3[CH:12]=[CH:13][C:14]([O:16][C:17]4[N:18]=[CH:19][C:20]([N:24]5[CH2:28][CH2:27][CH2:26][C:25]5=[O:29])=[CH:21][CH:22]=4)=[CH:15][C:8]=3[CH2:7][CH2:6]2)[CH2:4][CH2:3][CH2:2]1 |f:2.3.4|. Conditions: temperature 150 celsius. Procedure details: A mixture of 3-cyclobutyl-7-[(5-iodo-2-pyridinyl)oxy]-2,3,4,5-tetrahydro-1H-3-benzazepine (E207) (252 mg, 0.6 mmol), 2-pyrrolidinone (153 mg, 1.8 mmol), potassium carbonate (83 mg, 0.6 mmol), copper powder (126 mg, 1.2 mmol) were heated in a microwave reactor at 150° C. for 1 minute. The reaction mixture was diluted with 2-pyrrolidinone (1 g, 12 mmol) and heated for a further 20 minutes at 200° C. The reaction mixture was cooled and applied to a SCX ion exchange cartridge (Varian bond-elute, 10 ... Reactants: C1C(C1)C1OC2=C(N(C1=O)CC1=CC=C(C=C1)OC)C=C(C=C2)[N+](=O)[O-] (2-(2-cyclopropyl)-6-nitro-3-oxo-4-(p-methoxybenzyl)-benz[1,4]oxazine), ceric ammonium nitrate. The solvent is C(C)#N.O (acetonitrile water). Reaction conditions: time 18 hour. The product is C1C(C1)C1OC2=C(NC1=O)C=C(C=C2)[N+](=O)[O-] (2-(2-Cyclopropyl)-6-nitro-3-oxo-4H-benz[1,4]oxazine). The yield is 94.6%. Reaction SMILES: [CH2:1]1[CH2:3][CH:2]1[CH:4]1[C:9](=[O:10])[N:8](CC2C=CC(OC)=CC=2)[C:7]2[CH:20]=[C:21]([N+:24]([O-:26])=[O:25])[CH:22]=[CH:23][C:6]=2[O:5]1>C(#N)C.O>[CH2:3]1[CH2:1][CH:2]1[CH:4]1[C:9](=[O:10])[NH:8][C:7]2[CH:20]=[C:21]([N+:24]([O-:26])=[O:25])[CH:22]=[CH:23][C:6]=2[O:5]1 |f:1.2|. Procedure: To solution of 400 mg 2-(2-cyclopropyl)-6-nitro-3-oxo-4-(p-methoxybenzyl)-benz[1,4]oxazine in acetonitrile/water (50 mL) was added 2.5 eq of ceric ammonium nitrate. The reaction mixture was stirred at ambient temperature for 18 hour, filtered, concentrated and the resulting residue partitioned between bicarbonate solution and EtOAc. The aqueous phase was extracted with EtOAc and the combined organics washed with water, brine and then dried over MgSO4. The solvent was removed in vacuo and the cru...